From a dataset of the Open Reaction Database (ORD), a public repository of structured organic reaction records. describe an organic reaction: reactants, conditions, products, and yield Starting materials: CCCC(CCC)n1cnc2c(C(=O)NC(Cc3ccccc3)C(O)CNCc3cccc(C(F)(F)F)c3)cc(Cl)cc2c1=O, [H][H], C1COCCO1. The product is CCCC(CCC)n1cnc2c(C(=O)NC(Cc3ccccc3)C(O)CNCc3cccc(C(F)(F)F)c3)cccc2c1=O. RXN SMILES: [CH2:1]([c:2]1[cH:3][cH:4][cH:5][cH:6][cH:7]1)[CH:8]([CH:9]([CH2:10][NH:11][CH2:12][c:13]1[cH:14][c:15]([C:19]([F:20])([F:21])[F:22])[cH:16][cH:17][cH:18]1)[OH:23])[NH:24][C:25](=[O:26])[c:27]1[cH:28][c:29]([Cl:45])[cH:30][c:31]2[c:32](=[O:44])[n:33]([CH:37]([CH2:38][CH2:39][CH3:40])[CH2:41][CH2:42][CH3:43])[cH:34][n:35][c:36]12.[H:46][H:47].[O:48]1[CH2:49][CH2:50][O:51][CH2:52][CH2:53]1>>[CH2:1]([c:2]1[cH:3][cH:4][cH:5][cH:6][cH:7]1)[CH:8]([CH:9]([CH2:10][NH:11][CH2:12][c:13]1[cH:14][c:15]([C:19]([F:20])([F:21])[F:22])[cH:16][cH:17][cH:18]1)[OH:23])[NH:24][C:25](=[O:26])[c:27]1[cH:28][cH:29][cH:30][c:31]2[c:32](=[O:44])[n:33]([CH:37]([CH2:38][CH2:39][CH3:40])[CH2:41][CH2:42][CH3:43])[cH:34][n:35][c:36]12.